describe an organic reaction: reactants, conditions, products, and yield From a dataset of the Open Reaction Database (ORD), a public repository of structured organic reaction records. Starting materials: OC1=NC(=NC(=C1)O)C (4,6-Dihydroxy-2-methylpyrimidine), P(=O)(Cl)(Cl)Cl (phosphorus oxychloride), ClCCl (dichloromethane). Run at temperature 95 celsius. Product: ClC1=NC(=NC(=C1)Cl)C (4,6-dichloro-2-methylpyrimidine). RXN SMILES: O[C:2]1[CH:7]=C(O)[N:5]=[C:4]([CH3:9])[N:3]=1.P(Cl)(Cl)([Cl:12])=O.Cl[CH2:16][Cl:17]>>[Cl:12][C:2]1[CH:7]=[C:16]([Cl:17])[N:5]=[C:4]([CH3:9])[N:3]=1. Procedure: 4,6-Dihydroxy-2-methylpyrimidine 21 (1.03 g, 8.1 mmol) is suspended in 2.5 mL phosphorus oxychloride (27.3 mmol). The mixture is heated to 95° C. for 18 hours. Upon cooling, the mixture is diluted with dichloromethane (100 mL) and filtered. It is then washed with water, saturated aqueous sodium bicarbonate and brine, then concentrated to yield 4,6-dichloro-2-methylpyrimidine 22 as a white powder. 1H-NMR (400 MHz, CDCl3) δ=7.45 (s, 1H), 2.77 (s, 3H). MS calculated for C5H5Cl2N2 (M+H+) 162.99. fou... Reaction conditions: time 1 hour. Procedure: Under argon, 4.0 g of 21-bromo-17-formyloxy-1,4-pregnadiene-3,20-dione is agitated in a mixture of 150 ml of methanol and 24 ml of water with 1.3 g of potassium bicarbonate at room temperature. After one hour, the reaction mixture is introduced into ice water, the precipitated product is suctioned off, dissolved in ethyl acetate, washed with water, and dried over sodium sulfate, yielding 3.2 g of 21-bromo-17-hydroxy-1,4-pregnadiene-3,20-dione, mp 189.9° C. (decomposition). Run in CO (methanol), O (water), C(C)(=O)OCC (ethyl acetate). RXN SMILES: [Br:1][CH2:2][C:3](=[O:27])[C@:4]1([O:24]C=O)[C@:21]2([CH3:22])[C@H:7]([C@H:8]3[C@H:18]([CH2:19][CH2:20]2)[C@:16]2([CH3:17])[C:11](=[CH:12][C:13](=[O:23])[CH:14]=[CH:15]2)[CH2:10][CH2:9]3)[CH2:6][CH2:5]1.C(=O)(O)[O-].[K+]>CO.O.C(OCC)(=O)C>[Br:1][CH2:2][C:3](=[O:27])[C@:4]1([OH:24])[C@:21]2([CH3:22])[C@H:7]([C@H:8]3[C@H:18]([CH2:19][CH2:20]2)[C@:16]2([CH3:17])[C:11](=[CH:12][C:13](=[O:23])[CH:14]=[CH:15]2)[CH2:10][CH2:9]3)[CH2:6][CH2:5]1 |f:1.2|. Yields the product BrCC([C@]1(CC[C@H]2[C@@H]3CCC4=CC(C=C[C@]4(C)[C@H]3CC[C@]12C)=O)O)=O (21-bromo-17-hydroxy-1,4-pregnadiene-3,20-dione). Isolated yield 85.5%. The reactants are BrCC([C@]1(CC[C@H]2[C@@H]3CCC4=CC(C=C[C@]4(C)[C@H]3CC[C@]12C)=O)OC=O)=O (21-bromo-17-formyloxy-1,4-pregnadiene-3,20-dione), C([O-])(O)=O.[K+] (potassium bicarbonate), ice water. Reactants: O=C1CCC2(CC1)OCCO2, CCCC[Sn](Cl)(Cl)CCCC, C1CCOC1, COC(=O)c1sccc1N, [SiH3]c1ccccc1. Product: COC(=O)c1sccc1NC1CCC2(CC1)OCCO2. As a reaction SMILES: [CH2:11]1[CH2:12][O:13][C:14]2([CH2:15][CH2:16][C:17](=[O:20])[CH2:18][CH2:19]2)[O:21]1.[CH2:22]([Sn:23]([Cl:24])([Cl:25])[CH2:26][CH2:27][CH2:28][CH3:29])[CH2:30][CH2:31][CH3:32].[CH2:40]1[O:41][CH2:42][CH2:43][CH2:44]1.[CH3:1][O:2][C:3](=[O:4])[c:5]1[s:6][cH:7][cH:8][c:9]1[NH2:10].[c:33]1([SiH3:34])[cH:35][cH:36][cH:37][cH:38][cH:39]1>>[CH3:1][O:2][C:3](=[O:4])[c:5]1[s:6][cH:7][cH:8][c:9]1[NH:10][CH:17]1[CH2:16][CH2:15][C:14]2([O:13][CH2:12][CH2:11][O:21]2)[CH2:19][CH2:18]1. The product is C(C1=CC=CC=C1)OC=1C=2N(C=C(C1)CO)C(=C(N2)C)C (8-Benzyloxy-6-hydroxymethyl-2,3-dimethylimidazo[1,2-a]pyridine). Solvent: O1CCCC1 (tetrahydrofuran). Reported procedure: A solution of 1.2 g of 8-benzyloxy-6-ethoxycarbonyl-2,3-dimethylimidazo[1,2-a]pyridine in 20 ml of tetrahydrofuran is treated in small portions with 0.2 g of lithium aluminum hydride at room temperature stirred for one hour and treated successively with 0.2 ml of water, 0.2 ml of 6 molar sodium hydroxy solution and 0.6 ml of water. It is then extracted twice with methylene chloride (50 ml each), the combined organic phases are concentrated to dryness in vacuo and the residue is purified on silic... The yield is 38.3%. Reaction SMILES: [CH2:1]([O:8][C:9]1[C:10]2[N:11]([C:20]([CH3:24])=[C:21]([CH3:23])[N:22]=2)[CH:12]=[C:13]([C:15](OCC)=[O:16])[CH:14]=1)[C:2]1[CH:7]=[CH:6][CH:5]=[CH:4][CH:3]=1.[H-].[Al+3].[Li+].[H-].[H-].[H-].O>O1CCCC1>[CH2:1]([O:8][C:9]1[C:10]2[N:11]([C:20]([CH3:24])=[C:21]([CH3:23])[N:22]=2)[CH:12]=[C:13]([CH2:15][OH:16])[CH:14]=1)[C:2]1[CH:3]=[CH:4][CH:5]=[CH:6][CH:7]=1 |f:1.2.3.4.5.6|. Reactants: O (water), sodium hydroxy, O (water), C(C1=CC=CC=C1)OC=1C=2N(C=C(C1)C(=O)OCC)C(=C(N2)C)C (8-benzyloxy-6-ethoxycarbonyl-2,3-dimethylimidazo[1,2-a]pyridine), [H-].[Al+3].[Li+].[H-].[H-].[H-] (lithium aluminum hydride). Reaction conditions: time 1 hour. Reactants: [OH-].[Na+] (NaOH), C(=C)C=1C=C(C=CC1)OC (3-vinylanisole), C(C)(=O)O (acetic acid), BrN1C(CCC1=O)=O (N-bromosuccinimide). Run in O1CCOCC1 (dioxane), O (H2O). Conditions: time 8 hour. Product: COC=1C=C(C=CC1)C1OC1 (2-(3-methoxyphenyl)oxirane). Isolated yield 100.8%. As a reaction SMILES: [CH:1]([C:3]1[CH:4]=[C:5]([O:9][CH3:10])[CH:6]=[CH:7][CH:8]=1)=[CH2:2].C(O)(=[O:13])C.BrN1C(=O)CCC1=O.[OH-].[Na+]>O1CCOCC1.O>[CH3:10][O:9][C:5]1[CH:4]=[C:3]([CH:1]2[CH2:2][O:13]2)[CH:8]=[CH:7][CH:6]=1 |f:3.4|. Procedure details: To a solution of 3-vinylanisole (5.0 g, 37.0 mmol) and acetic acid (2.1 mL, 37.0 mmol) in dioxane (33 ml) and H2O (78 ml) at 0° C. was added N-bromosuccinimide (7.30 g, 41.0 mmol) in three portions. The reaction was allowed to warm to R.T. and then 2M NaOH (50 ml) was added. The reaction was left to stir at RT overnight. The reaction mixture was then partitioned between water and EtOAc, and the aqueous phase was extracted with EtOAc. The combined organic phases washed with brine, dried (Na2SO4),...